This data is from the Open Reaction Database (ORD), a public repository of structured organic reaction records. The task is: describe an organic reaction: reactants, conditions, products, and yield Reactants: C1(CC1)N1C=C(C(C2=C(C(=C(C(=C12)F)F)F)C)=O)C(=O)O (1-cyclopropyl-6,7,8-trifluoro-1,4-dihydro-5-methyl-4-oxo-3-quinolinecarboxylic acid), N1CCNCC1 (piperazine). Run in C(C)#N (acetonitrile). Conditions: time 8 hour. Product: C1(CC1)N1C=C(C(C2=C(C(=C(C(=C12)F)N1CCNCC1)F)C)=O)C(=O)O (1-Cyclopropyl-6,8-difluoro-1,4-dihydro-5-methyl-4-oxo-7-(1-piperazinyl)-3-quinolinecarboxylic acid). The yield is 87.9%. Reaction SMILES: [CH:1]1([N:4]2[C:13]3[C:8](=[C:9]([CH3:17])[C:10]([F:16])=[C:11](F)[C:12]=3[F:14])[C:7](=[O:18])[C:6]([C:19]([OH:21])=[O:20])=[CH:5]2)[CH2:3][CH2:2]1.[NH:22]1[CH2:27][CH2:26][NH:25][CH2:24][CH2:23]1>C(#N)C>[CH:1]1([N:4]2[C:13]3[C:8](=[C:9]([CH3:17])[C:10]([F:16])=[C:11]([N:22]4[CH2:27][CH2:26][NH:25][CH2:24][CH2:23]4)[C:12]=3[F:14])[C:7](=[O:18])[C:6]([C:19]([OH:21])=[O:20])=[CH:5]2)[CH2:3][CH2:2]1. Reported procedure: A suspension of 0.85 g (2.85 mmol) of 1-cyclopropyl-6,7,8-trifluoro-1,4-dihydro-5-methyl-4-oxo-3-quinolinecarboxylic acid, 1.00 g (11.6 mmol) of anhydrous piperazine, and 20 mL of acetonitrile was refluxed for 5 hours, then stirred at room temperature overnight. The precipitate was removed by filtration, washed with water and acetonitrile, and dried in vacuo to give 0.91 g of the title compound, mp 205°-206° C. The reactants are COC=1C=C2C(=CC=NC2=CC1OC)OC1=CC(=C(C=C1)N)OC (4-(6,7-dimethoxyquinolin-4-yloxy)-2-methoxy-phenylamine), C(C)N1C(N(C(C(=C1)C(=O)O)=O)C1=CC=C(C=C1)F)=O (1-ethyl-3-(4-fluorophenyl)-2,4-dioxo-1,2,3,4-tetrahydropyrimidine-5-carboxylic acid). Yields the product COC=1C=C2C(=CC=NC2=CC1OC)OC1=CC(=C(C=C1)NC(=O)C=1C(N(C(N(C1)CC)=O)C1=CC=C(C=C1)F)=O)OC (1-Ethyl-3-(4-fluorophenyl)-2,4-dioxo-1,2,3,4-tetrahydropyrimidine-5-carboxylic acid [4-(6,7-dimethoxy-quinolin-4-yloxy)-2-methoxyphenyl]-amide). RXN SMILES: [CH3:1][O:2][C:3]1[CH:4]=[C:5]2[C:10](=[CH:11][C:12]=1[O:13][CH3:14])[N:9]=[CH:8][CH:7]=[C:6]2[O:15][C:16]1[CH:21]=[CH:20][C:19]([NH2:22])=[C:18]([O:23][CH3:24])[CH:17]=1.[CH2:25]([N:27]1[CH:32]=[C:31]([C:33](O)=[O:34])[C:30](=[O:36])[N:29]([C:37]2[CH:42]=[CH:41][C:40]([F:43])=[CH:39][CH:38]=2)[C:28]1=[O:44])[CH3:26]>>[CH3:1][O:2][C:3]1[CH:4]=[C:5]2[C:10](=[CH:11][C:12]=1[O:13][CH3:14])[N:9]=[CH:8][CH:7]=[C:6]2[O:15][C:16]1[CH:21]=[CH:20][C:19]([NH:22][C:33]([C:31]2[C:30](=[O:36])[N:29]([C:37]3[CH:42]=[CH:41][C:40]([F:43])=[CH:39][CH:38]=3)[C:28](=[O:44])[N:27]([CH2:25][CH3:26])[CH:32]=2)=[O:34])=[C:18]([O:23][CH3:24])[CH:17]=1. Procedure details: This compound was synthesized using 4-(6,7-dimethoxyquinolin-4-yloxy)-2-methoxy-phenylamine and 1-ethyl-3-(4-fluorophenyl)-2,4-dioxo-1,2,3,4-tetrahydropyrimidine-5-carboxylic acid using the procedure for example 1. LCMS m/z=587 (M+1); 1H NMR (CDCl3) δ: 11 (S, 1H), 8.63 (s, 1H), 8.54 (d, 1H, J=9 Hz), 8.49 (d, 1H, J=5 Hz), 7.55 (s, 1H), 7.42 (s, 1H), 7.26-7.23 (m, 3H), 6.82 (dd, 1H, J=3, 9 Hz), 6.74 (d, 1H, J=3 Hz), 6.52 (d, 1H, J=6 Hz), 4.05 (d, 6H), 4.01 (q, 2H, J=8 Hz), 3.85 (s, 3H), 1.45 (t, 3... Starting materials: CC(C)(C)[Si](C)(C)OC(c1ccc(CN2CCN(C(=O)c3ccc(NC(=O)Nc4ccncn4)c(F)c3)CC2)cc1)(C(F)(F)F)C(F)(F)F, [F-], [K+], C1CCOC1. Yields the product O=C(Nc1ccncn1)Nc1ccc(C(=O)N2CCN(Cc3ccc(C(O)(C(F)(F)F)C(F)(F)F)cc3)CC2)cc1F. RXN SMILES: [C:1]([Si:2]([CH3:3])([CH3:4])[O:6][C:7]([C:8]([F:9])([F:10])[F:11])([C:12]([F:13])([F:14])[F:15])[c:16]1[cH:17][cH:18][c:19]([CH2:20][N:21]2[CH2:22][CH2:23][N:24]([C:27](=[O:28])[c:29]3[cH:30][c:31]([F:45])[c:32]([NH:35][C:36](=[O:37])[NH:38][c:39]4[n:40][cH:41][n:42][cH:43][cH:44]4)[cH:33][cH:34]3)[CH2:25][CH2:26]2)[cH:46][cH:47]1)([CH3:5])([CH3:48])[CH3:49].[F-:50].[K+:51].[O:52]1[CH2:53][CH2:54][CH2:55][CH2:56]1>>[OH:6][C:7]([C:8]([F:9])([F:10])[F:11])([C:12]([F:13])([F:14])[F:15])[c:16]1[cH:17][cH:18][c:19]([CH2:20][N:21]2[CH2:22][CH2:23][N:24]([C:27](=[O:28])[c:29]3[cH:30][c:31]([F:45])[c:32]([NH:35][C:36](=[O:37])[NH:38][c:39]4[n:40][cH:41][n:42][cH:43][cH:44]4)[cH:33][cH:34]3)[CH2:25][CH2:26]2)[cH:46][cH:47]1. The reactants are C1(C=2C(C(N1)=O)=CC=CC2)=O.[K] (Potassium phthalimide), BrCC(C(C)(C)C)=O (bromopinacolone). Solvent: C1(=CC=CC=C1)C (toluene). Yields the product CC(C(CN1C(C2=CC=CC=C2C1=O)=O)=O)(C)C (2-(3,3-dimethyl-2-oxo-butyl)-isoindole-1,3-dione). Yield: 76.2%. As a reaction SMILES: [C:1]1(=[O:11])[NH:5][C:4](=[O:6])[C:3]2=[CH:7][CH:8]=[CH:9][CH:10]=[C:2]12.[K].Br[CH2:14][C:15](=[O:20])[C:16]([CH3:19])([CH3:18])[CH3:17]>C1(C)C=CC=CC=1>[CH3:17][C:16]([CH3:19])([CH3:18])[C:15](=[O:20])[CH2:14][N:5]1[C:1](=[O:11])[C:2]2[C:3](=[CH:7][CH:8]=[CH:9][CH:10]=2)[C:4]1=[O:6] |f:0.1,^1:11|. Procedure details: Potassium phthalimide (82.86 g, 0.447 mol) is added to a stirred solution of bromopinacolone (80.10 g, 0.447 mol) in toluene (300 ml). The-suspension is refluxed for 19 h, cooled, and then the precipitate is filtered off and discarded. The filtrate is cooled in an ice-bath and treated with petroleum ether (550 ml). The resulting precipitate is collected by filtration. The mother liquor is reduced to circa 100 ml by evaporation in vacuo, and a further quantity of precipitate which forms is collec...